This data is from the Open Reaction Database (ORD), a public repository of structured organic reaction records. The task is: describe an organic reaction: reactants, conditions, products, and yield Reactants: [Br-], Cc1ccc(C)c(C)c1, CS(=O)(=O)c1ccc(-c2cc(C#N)c(=O)[nH]c2-c2ccc(F)cc2)cc1, [K+], O. The product is CS(=O)(=O)c1ccc(-c2cc(C#N)c(Br)nc2-c2ccc(F)cc2)cc1. RXN SMILES: [Br-:36].[CH3:27][c:28]1[cH:29][c:30]([CH3:31])[c:32]([CH3:33])[cH:34][cH:35]1.[F:1][c:2]1[cH:3][cH:4][c:5](-[c:8]2[c:9](-[c:17]3[cH:18][cH:19][c:20]([S:23](=[O:24])(=[O:25])[CH3:26])[cH:21][cH:22]3)[cH:10][c:11]([C:15]#[N:16])[c:12](=[O:14])[nH:13]2)[cH:6][cH:7]1.[K+:37].[OH2:38]>>[F:1][c:2]1[cH:3][cH:4][c:5](-[c:8]2[c:9](-[c:17]3[cH:18][cH:19][c:20]([S:23](=[O:24])(=[O:25])[CH3:26])[cH:21][cH:22]3)[cH:10][c:11]([C:15]#[N:16])[c:12]([Br:36])[n:13]2)[cH:6][cH:7]1. The reactants are CN(C)C=O, [H-], CI, [Na+], O=c1ccc2cc(C(c3cccc(C(F)(F)F)c3)n3cncn3)ccc2[nH]1. The product is Cn1c(=O)ccc2cc(C(c3cccc(C(F)(F)F)c3)n3cncn3)ccc21. Reaction SMILES: [CH3:32][N:33]([CH3:34])[CH:35]=[O:36].[H-:28].[I:30][CH3:31].[Na+:29].[n:1]1([CH:6]([c:7]2[cH:8][c:9]3[cH:10][cH:11][c:12](=[O:17])[nH:13][c:14]3[cH:15][cH:16]2)[c:18]2[cH:19][c:20]([C:24]([F:25])([F:26])[F:27])[cH:21][cH:22][cH:23]2)[n:2][cH:3][n:4][cH:5]1>>[n:1]1([CH:6]([c:7]2[cH:8][c:9]3[cH:10][cH:11][c:12](=[O:17])[n:13]([CH3:31])[c:14]3[cH:15][cH:16]2)[c:18]2[cH:19][c:20]([C:24]([F:25])([F:26])[F:27])[cH:21][cH:22][cH:23]2)[n:2][cH:3][n:4][cH:5]1. Solvent: C1CCOC1 (THF). Isolated yield 93.5%. Reaction SMILES: [N:1]1([C:7]2[CH:12]=[CH:11][C:10]([C:13]3[NH:22][C:21](=[O:23])[C:20]4[C:15](=[CH:16][CH:17]=[CH:18][CH:19]=4)[N:14]=3)=[CH:9][CH:8]=2)[CH2:6][CH2:5][NH:4][CH2:3][CH2:2]1.CCN(C(C)C)C(C)C.FC(F)(F)S(O[CH2:39][C:40]([F:43])([F:42])[F:41])(=O)=O>C1COCC1>[F:41][C:40]([F:43])([F:42])[CH2:39][N:4]1[CH2:5][CH2:6][N:1]([C:7]2[CH:8]=[CH:9][C:10]([C:13]3[NH:22][C:21](=[O:23])[C:20]4[C:15](=[CH:16][CH:17]=[CH:18][CH:19]=4)[N:14]=3)=[CH:11][CH:12]=2)[CH2:2][CH2:3]1. Procedure details: To a mixture of 2-(4-(piperazin-1-yl)phenyl)quinazolin-4(3H)-one (0.325 g, 1.06 mmol) in THF (50 mL) was added Hünig's base (0.192 g, 1.48 mmol), followed by 2,2,2-trifluoroethyl trifluoromethanesulfonate (0.295 g, 1.3 mmol). The reaction mixture was heated at reflux for 15 hours, concentrated, and purified by flash chromatography on silica gel, eluting with 100% CH2Cl2 to 100% ethyl acetate, to afford the title compound as an off-white solid (0.385 g, 94%). 1H NMR (300 MHz, DMSO-d6): δ 12.27 (b... Yields the product FC(CN1CCN(CC1)C1=CC=C(C=C1)C1=NC2=CC=CC=C2C(N1)=O)(F)F (2-(4-(4-(2,2,2-Trifluoroethyl)piperazin-1-yl)phenyl)quinazolin-4(3H)-one). Starting materials: CCN(C(C)C)C(C)C (Hünig's base), N1(CCNCC1)C1=CC=C(C=C1)C1=NC2=CC=CC=C2C(N1)=O (2-(4-(piperazin-1-yl)phenyl)quinazolin-4(3H)-one), FC(S(=O)(=O)OCC(F)(F)F)(F)F (2,2,2-trifluoroethyl trifluoromethanesulfonate).